From a dataset of the Open Reaction Database (ORD), a public repository of structured organic reaction records. describe an organic reaction: reactants, conditions, products, and yield The reactants are COC1=C(C(=O)N2C[C@@](CC2)(CCO)C2=CC(=C(C=C2)Cl)Cl)C=C(C=C1)N1N=NN=C1 ((S)-1-(2-methoxy-5-(1H-tetrazol-1-yl)benzoyl)-3-(3,4-dichlorophenyl)-3-(2-hydroxyethyl)pyrrolidine), CS(=O)(=O)Cl (methanesulfonyl chloride), C(C)(C)N(C(C)C)CC (N,N-diisopropylethylamine), CS(=O)(=O)Cl (methanesulfonyl chloride). Solvent: ClCCl (dichloromethane). Run at time 30 minute. Yields the product COC1=C(C(=O)N2C[C@@](CC2)(CCOS(=O)(=O)C)C2=CC(=C(C=C2)Cl)Cl)C=C(C=C1)N1N=NN=C1 ((S)-1-(2-methoxy-5-(1H-tetrazol-1-yl)benzoyl)-3-(3,4-dichlorophenyl)-3-(2-methanesulfonyloxyethyl)pyrrolidine). As a reaction SMILES: [CH3:1][O:2][C:3]1[CH:26]=[CH:25][C:24]([N:27]2[CH:31]=[N:30][N:29]=[N:28]2)=[CH:23][C:4]=1[C:5]([N:7]1[CH2:11][CH2:10][C@@:9]([C:15]2[CH:20]=[CH:19][C:18]([Cl:21])=[C:17]([Cl:22])[CH:16]=2)([CH2:12][CH2:13][OH:14])[CH2:8]1)=[O:6].C(N(CC)C(C)C)(C)C.[CH3:41][S:42](Cl)(=[O:44])=[O:43]>ClCCl>[CH3:1][O:2][C:3]1[CH:26]=[CH:25][C:24]([N:27]2[CH:31]=[N:30][N:29]=[N:28]2)=[CH:23][C:4]=1[C:5]([N:7]1[CH2:11][CH2:10][C@@:9]([C:15]2[CH:20]=[CH:19][C:18]([Cl:21])=[C:17]([Cl:22])[CH:16]=2)([CH2:12][CH2:13][O:14][S:42]([CH3:41])(=[O:44])=[O:43])[CH2:8]1)=[O:6]. Reported procedure: Combine (S)-1-(2-methoxy-5-(1H-tetrazol-1-yl)benzoyl)-3-(3,4-dichlorophenyl)-3-(2-hydroxyethyl)pyrrolidine (600 mg, 1.3 mmol) and N,N-diisopropylethylamine (0.5 mL, 2.87 mmol) in dichloromethane (13 mL). Cool in a ice-bath. Add dropwise, methanesulfonyl chloride (0.12 mL, 1.55 mmol). After 15 minutes add more methanesulfonyl chloride (0.03 mL, 0.39 mmol). After 30 minutes, extract with 5% sodium bicarbonate solution and water. Dry the organic layer over MgSO4, filter, and concentrate invacuo to ... Starting materials: CC(C)CC(N)C(=O)O, CCCC1OC2CC3C4CCC5=CC(=O)C=CC5(C)C4C(O)CC3(C)C2(C(=O)CO)O1. Yields the product CC(C)CC(N)C(=O)O. Reaction SMILES: [CH3:32][CH:33]([CH3:34])[CH2:35][CH:36]([NH2:37])[C:38]([OH:39])=[O:40].[CH:1]12[CH:2]3[CH2:3][CH:4]4[C:5]([C:6]([CH2:7][OH:8])=[O:9])([C:10]3([CH3:11])[CH2:12][CH:13]([OH:14])[CH:15]1[C:16]1([CH3:17])[C:18](=[CH:19][C:20](=[O:23])[CH:21]=[CH:22]1)[CH2:24][CH2:25]2)[O:26][CH:27]([CH2:28][CH2:29][CH3:30])[O:31]4>>[CH3:32][CH:33]([CH3:34])[CH2:35][CH:36]([NH2:37])[C:38](=[O:39])[OH:40]. Reactants: compound A4, C(C)C(CO)(CO)CC (2,2-diethyl-1,3-propanediol), C1(=CC=CC=C1)P(C1=CC=CC=C1)C1=CC=CC=C1 (triphenylphosphine), N(=NC(=O)OCC)C(=O)OCC (diethyl azodicarboxylate), COC(=O)C=1N(C(=C(C1O)O)C(=O)OC)CC1=CC=CC=C1 (1-Benzyl-3,4-dihydroxy-1H-pyrrole-2,5-dicarboxylic acid dimethyl ester), compound A4, 3,4-Dialkoxypyrroles, 2,3,7,8,12,13,17,18-Octaalkoxyporphyrins, N1C=CC=C1 (pyrrole), A4. Solvent: O1CCCC1 (tetrahydrofuran). Product: COC(=O)C=1N(C(=C2OCC(COC12)(CC)CC)C(=O)OC)CC1=CC=CC=C1 (2-Benzyl-6,6-diethyl-6,7-dihydro-2H,5H-4,8-dioxa-2-aza-azulene-1,3-dicarboxylic acid dimethyl ester). RXN SMILES: [CH3:1][O:2][C:3]([C:5]1[N:6]([CH2:16][C:17]2[CH:22]=[CH:21][CH:20]=[CH:19][CH:18]=2)[C:7]([C:12]([O:14][CH3:15])=[O:13])=[C:8]([OH:11])[C:9]=1[OH:10])=[O:4].N1C=CC=C1.[CH2:28]([C:30]([CH2:35][CH3:36])([CH2:33]O)[CH2:31]O)[CH3:29].C1(P(C2C=CC=CC=2)C2C=CC=CC=2)C=CC=CC=1.N(C(OCC)=O)=NC(OCC)=O>O1CCCC1>[CH3:1][O:2][C:3]([C:5]1[N:6]([CH2:16][C:17]2[CH:18]=[CH:19][CH:20]=[CH:21][CH:22]=2)[C:7]([C:12]([O:14][CH3:15])=[O:13])=[C:8]2[C:9]=1[O:10][CH2:33][C:30]([CH2:35][CH3:36])([CH2:28][CH3:29])[CH2:31][O:11]2)=[O:4]. Reported procedure: In the present method, 1-Benzyl-3,4-dihydroxy-1H-pyrrole-2,5-dicarboxylic acid dimethyl ester, the pyrrole derivative labeled A4 in FIG. 4 (hereinafter referred to as compound A4) is first synthesized from commercially available chemicals according to prior art techniques (see A. Merz, R. Schropp, E. Dotterl, “3,4-Dialkoxypyrroles and 2,3,7,8,12,13,17,18-Octaalkoxyporphyrins”, Synthesis, 7, pp. 795-800, (1995)). Then, a solution of compound A4, 2,2-diethyl-1,3-propanediol (labeled B4 in FIG. 4),... Reactants: C(#N)C1=CC=C(C(=O)Cl)C=C1 (4-cyanobenzoyl chloride), NCC1=CC=C(C=C1)N1C(OC(C1)C(=O)O)=O (3-(4-aminomethylphenyl)-2-oxo-5-oxazolidinecarboxylic acid), [OH-].[Na+] (NaOH), Cl (HCl), [OH-].[Na+] (NaOH). Run in C1CCOC1 (THF), C1CCOC1 (THF). Product: C(#N)C1=CC=C(C(=O)NCC2=CC=C(C=C2)N2C(OC(C2)C(=O)O)=O)C=C1 (3-[4-(4-cyanobenzamidomethyl)phenyl]-2-oxo-5-oxazolidinecarboxylic acid). Reaction SMILES: [NH2:1][CH2:2][C:3]1[CH:8]=[CH:7][C:6]([N:9]2[CH2:13][CH:12]([C:14]([OH:16])=[O:15])[O:11][C:10]2=[O:17])=[CH:5][CH:4]=1.[OH-].[Na+].[C:20]([C:22]1[CH:30]=[CH:29][C:25]([C:26](Cl)=[O:27])=[CH:24][CH:23]=1)#[N:21].Cl>C1COCC1>[C:20]([C:22]1[CH:30]=[CH:29][C:25]([C:26]([NH:1][CH2:2][C:3]2[CH:4]=[CH:5][C:6]([N:9]3[CH2:13][CH:12]([C:14]([OH:16])=[O:15])[O:11][C:10]3=[O:17])=[CH:7][CH:8]=2)=[O:27])=[CH:24][CH:23]=1)#[N:21] |f:1.2|. Reported procedure: 5.4 g of 3-(4-aminomethylphenyl)-2-oxo-5-oxazolidinecarboxylic acid are suspended in 70 ml of THF. 35 ml of 1N NaOH are added dropwise with stirring. Subsequently, a solution of 6.6 g of 4-cyanobenzoyl chloride in 60 ml of THF is added dropwise. The pH of the solution is maintained at between 9 and 10.5 by addition of 1N NaOH. After reaction has taken place, the mixture is acidified at a pH of 1 with 2N HCl. The solvent is removed and the residue is filtered off with suction and washed with wate... Reactants: ClC1=C(C(=O)N2CCC=3N(C4=C2C=CC=C4)C=CC3)C=CC(=C1)[N+](=O)[O-] (6,7-dihydro-5-(2-chloro-4-nitrobenzoyl)-5H-pyrrolo[1,2-a][1,5]benzodiazepine), O.O.Cl[Sn]Cl (SnCl2.2H2O). Run in C(C)O (ethyl alcohol), O1CCCC1 (tetrahydrofuran). Conditions: temperature 55 celsius, time 30 minute. Product: NC1=CC(=C(C(=O)N2CCC=3N(C4=C2C=CC=C4)C=CC3)C=C1)Cl (6,7-Dihydro-5-(4-amino-2-chlorobenzoyl)-5H-pyrrolo[1,2-a][1,5]benzodiazepine). Yield: 102.3%. As a reaction SMILES: [Cl:1][C:2]1[CH:23]=[C:22]([N+:24]([O-])=O)[CH:21]=[CH:20][C:3]=1[C:4]([N:6]1[C:12]2[CH:13]=[CH:14][CH:15]=[CH:16][C:11]=2[N:10]2[CH:17]=[CH:18][CH:19]=[C:9]2[CH2:8][CH2:7]1)=[O:5].O.O.Cl[Sn]Cl>C(O)C.O1CCCC1>[NH2:24][C:22]1[CH:21]=[CH:20][C:3]([C:4]([N:6]2[C:12]3[CH:13]=[CH:14][CH:15]=[CH:16][C:11]=3[N:10]3[CH:17]=[CH:18][CH:19]=[C:9]3[CH2:8][CH2:7]2)=[O:5])=[C:2]([Cl:1])[CH:23]=1 |f:1.2.3|. Reported procedure: To a solution of 0,50 g of 6,7-dihydro-5-(2-chloro-4-nitrobenzoyl)-5H-pyrrolo[1,2-a][1,5]benzodiazepine in 10 ml of ethyl alcohol and 2 ml of tetrahydrofuran is added 2.35 g of SnCl2.2H2O and the mixture stirred at 55° C. for 30 minutes. The solvents are evaporated in vacuo to a residue which is stirred with 20 ml of 1N NaOH and 40 ml of ethyl acetate for 15 minutes and filtered through diatomaceous earth. The filter pad is washed with 2×10 ml of ethyl acetate and the combined extracts washed wi... The reactants are NC=1C=C(C(=O)O)C=CC1N1CCCC1 (3-Amino-4-(1-pyrrolidinyl)benzoic acid), C1(=CC=C(C=C1)S(=O)(=O)O)C (p-toluenesulfonic acid). Solvent: CO (methanol). Product: NC=1C=C(C(=O)OC)C=CC1N1CCCC1 (methyl 3-amino-4-(1-pyrrolidinyl)benzoate). Reaction SMILES: [NH2:1][C:2]1[CH:3]=[C:4]([CH:8]=[CH:9][C:10]=1[N:11]1[CH2:15][CH2:14][CH2:13][CH2:12]1)[C:5]([OH:7])=[O:6].[C:16]1(C)C=CC(S(O)(=O)=O)=CC=1>CO>[NH2:1][C:2]1[CH:3]=[C:4]([CH:8]=[CH:9][C:10]=1[N:11]1[CH2:15][CH2:14][CH2:13][CH2:12]1)[C:5]([O:7][CH3:16])=[O:6]. Reported procedure: 3-Amino-4-(1-pyrrolidinyl)benzoic acid.hemioxalate (5.0 g) is suspended in methanol (40 ml) and thereto is added p-toluenesulfonic acid (2.5 g), and the mixture is refluxed for 3 hours. Mathanol is distilled off under reduced pressure, and the residue is extracted with ethyl acetate (100 ml). The extract is washed with 5% aqueous sodium hydrogen carbonate solution and saturated aqueous sodium chloride solution in this order, dried over anhydrous sodium sulfate, and ethyl acetate is distilled off... Starting materials: CCC(CC)(c1ccc(O)c(C)c1)c1ccc(C#CC(O)C(C)(C)C)c(C)c1, CCOC(C)=O, [H][H]. Yields the product CCC(CC)(c1ccc(O)c(C)c1)c1ccc(CCC(O)C(C)(C)C)c(C)c1. As a reaction SMILES: [CH2:1]([CH3:2])[C:3]([CH2:4][CH3:5])([c:6]1[cH:7][c:8]([CH3:20])[c:9]([C:12]#[C:13][CH:14]([C:15]([CH3:16])([CH3:17])[CH3:18])[OH:19])[cH:10][cH:11]1)[c:21]1[cH:22][c:23]([CH3:28])[c:24]([OH:27])[cH:25][cH:26]1.[CH3:31][CH2:32][O:33][C:34](=[O:35])[CH3:36].[H:29][H:30]>>[CH2:1]([CH3:2])[C:3]([CH2:4][CH3:5])([c:6]1[cH:7][c:8]([CH3:20])[c:9]([CH2:12][CH2:13][CH:14]([C:15]([CH3:16])([CH3:17])[CH3:18])[OH:19])[cH:10][cH:11]1)[c:21]1[cH:22][c:23]([CH3:28])[c:24]([OH:27])[cH:25][cH:26]1. Starting materials: [Li]N1C(CCCC1(C)C)(C)C (LTMP), C[Si](C)(C)Cl (TMSCl), COC1=CC(=CC2=C(C(=C(C=C12)OC)OC)C)C(=O)O (4,6,7-Trimethoxy-8-methyl-2-naphthoic acid), [OH-].[Na+] (NaOH). The solvent is C1CCOC1 (THF). Reaction conditions: temperature -78 celsius, time 1 hour. Yields the product COC1=CC(=CC2=C(C(=C(C=C12)OC)OC)C[Si](C)(C)C)C(=O)O (4,6,7-trimethoxy-8-((trimethylsilyl)methyl)-2-naphthoic acid). Isolated yield 88.1%. As a reaction SMILES: [CH3:1][O:2][C:3]1[C:12]2[C:7](=[C:8]([CH3:17])[C:9]([O:15][CH3:16])=[C:10]([O:13][CH3:14])[CH:11]=2)[CH:6]=[C:5]([C:18]([OH:20])=[O:19])[CH:4]=1.[Li]N1C(C)(C)CCCC1(C)C.[CH3:32][Si:33](Cl)([CH3:35])[CH3:34].[OH-].[Na+]>C1COCC1>[CH3:1][O:2][C:3]1[C:12]2[C:7](=[C:8]([CH2:17][Si:33]([CH3:35])([CH3:34])[CH3:32])[C:9]([O:15][CH3:16])=[C:10]([O:13][CH3:14])[CH:11]=2)[CH:6]=[C:5]([C:18]([OH:20])=[O:19])[CH:4]=1 |f:3.4|. Reported procedure: 4,6,7-Trimethoxy-8-methyl-2-naphthoic acid (1) (0.276 g, 1 mmol) is added at −78° C. to a mixture containing the base LTMP (4.2 mmol) and TMSCl (0.998 mL, 5.7 mmol) in anhydrous THF (10 mL). The reaction mixture is stirred at −78° C. for 1 h then gradually heated to ambient temperature over 3 h. After hydrolysis, the reaction mixture is treated with a solution of 2M NaOH (pH 10). The aqueous phase is washed with ethyl ether (2×15 mL), acidified with 2M HCl (pH 1-2) then extracted with dichlorome... Reaction SMILES: [CH2:1]([CH2:2][CH2:3][CH3:4])[c:5]1[n:6]([CH2:22][c:23]2[cH:24][cH:25][c:26]([C:27](=[O:28])[O:29][CH3:30])[cH:31][cH:32]2)[c:7]([CH:10]=[C:11]2[N:12]([CH2:18][CH2:19][CH2:20][CH3:21])[C:13](=[O:17])[NH:14][C:15]2=[O:16])[cH:8][n:9]1.[CH3:40][c:41]1[s:42][cH:43][c:44]([CH2:46][Cl:47])[n:45]1.[ClH:39].[K+:33].[K+:34].[O-:35][C:36]([O-:37])=[O:38].[O:48]=[CH:49][N:50]([CH3:51])[CH3:52]>>[CH2:1]([CH2:2][CH2:3][CH3:4])[c:5]1[n:6]([CH2:22][c:23]2[cH:24][cH:25][c:26]([C:27](=[O:28])[O:29][CH3:30])[cH:31][cH:32]2)[c:7]([CH:10]=[C:11]2[N:12]([CH2:18][CH2:19][CH2:20][CH3:21])[C:13](=[O:17])[N:14]([CH2:46][c:44]3[cH:43][s:42][c:41]([CH3:40])[n:45]3)[C:15]2=[O:16])[cH:8][n:9]1.[ClH:39].[ClH:47]. The product is CCCCc1ncc(C=C2C(=O)N(Cc3csc(C)n3)C(=O)N2CCCC)n1Cc1ccc(C(=O)OC)cc1, Cl, Cl. The reactants are CCCCc1ncc(C=C2C(=O)NC(=O)N2CCCC)n1Cc1ccc(C(=O)OC)cc1, Cc1nc(CCl)cs1, Cl, [K+], [K+], O=C([O-])[O-], CN(C)C=O. Reactants: CC(C)(C)NS(=O)(=O)c1ccccc1-c1ccc(Cn2c(-c3ccccc3)nc(Cl)c2C=O)c(Cl)c1, COc1ccccc1, O=C(O)C(F)(F)F. Product: NS(=O)(=O)c1ccccc1-c1ccc(Cn2c(-c3ccccc3)nc(Cl)c2C=O)c(Cl)c1. RXN SMILES: [C:1]([CH3:2])([CH3:3])([CH3:4])[NH:5][S:6](=[O:7])(=[O:8])[c:9]1[c:10](-[c:15]2[cH:16][c:17]([Cl:36])[c:18]([CH2:21][n:22]3[c:23](-[c:30]4[cH:31][cH:32][cH:33][cH:34][cH:35]4)[n:24][c:25]([Cl:29])[c:26]3[CH:27]=[O:28])[cH:19][cH:20]2)[cH:11][cH:12][cH:13][cH:14]1.[CH3:37][O:38][c:39]1[cH:40][cH:41][cH:42][cH:43][cH:44]1.[OH:45][C:46]([C:47]([F:48])([F:49])[F:50])=[O:51]>>[NH2:5][S:6](=[O:7])(=[O:8])[c:9]1[c:10](-[c:15]2[cH:16][c:17]([Cl:36])[c:18]([CH2:21][n:22]3[c:23](-[c:30]4[cH:31][cH:32][cH:33][cH:34][cH:35]4)[n:24][c:25]([Cl:29])[c:26]3[CH:27]=[O:28])[cH:19][cH:20]2)[cH:11][cH:12][cH:13][cH:14]1.